Dataset: the Open Reaction Database (ORD), a public repository of structured organic reaction records. Task: describe an organic reaction: reactants, conditions, products, and yield The product is C(C)(C)(C)OC(=O)N1C(CCCC1CC)C([C@H](CC1=CC=CC=C1)N)O (2-((2S)-2-Amino-1-hydroxy-3-phenylpropyl)-6-ethylpiperidine-1-carboxylic acid tert-butyl ester). Starting materials: C(C)(C)(C)OC(=O)N1C(CCCC1CC)C([C@H](CC1=CC=CC=C1)N(CC1=CC=CC=C1)CC1=CC=CC=C1)O (2-((2S)-2-dibenzylamino-1-hydroxy-3-phenylpropyl)-6-ethylpiperidine-1-carboxylic acid tert-butyl ester), 2, [H][H] (hydrogen). Procedure: Stir 2-((2S)-2-dibenzylamino-1-hydroxy-3-phenylpropyl)-6-ethylpiperidine-1-carboxylic acid tert-butyl ester-Isomer 2 (0.7 g, 1.23 mmol) and 20% palladium hydroxide (0.2 g, 50% wet) in methanol (10 mL) under a balloon of hydrogen gas at room temperature for 2 days. Filter the suspension through a pad of filtering agent, wash with methanol and concentrate to give the title compound (0.4 g, 95%). RXN SMILES: [C:1]([O:5][C:6]([N:8]1[CH:13]([CH2:14][CH3:15])[CH2:12][CH2:11][CH2:10][CH:9]1[CH:16]([OH:40])[C@@H:17]([N:25](CC1C=CC=CC=1)CC1C=CC=CC=1)[CH2:18][C:19]1[CH:24]=[CH:23][CH:22]=[CH:21][CH:20]=1)=[O:7])([CH3:4])([CH3:3])[CH3:2].[H][H]>CO.[OH-].[Pd+2].[OH-]>[C:1]([O:5][C:6]([N:8]1[CH:13]([CH2:14][CH3:15])[CH2:12][CH2:11][CH2:10][CH:9]1[CH:16]([OH:40])[C@@H:17]([NH2:25])[CH2:18][C:19]1[CH:20]=[CH:21][CH:22]=[CH:23][CH:24]=1)=[O:7])([CH3:2])([CH3:3])[CH3:4] |f:3.4.5|. Solvent: CO (methanol). Reagents/catalysts: [OH-].[Pd+2].[OH-] (palladium hydroxide). Isolated yield 95.0%. Reaction SMILES: [CH3:20][OH:21].[Cl-:18].[Cl:1][c:2]1[c:3]([O:4][CH2:5][c:6]2[s:7][cH:8][cH:9][n:10]2)[cH:11][cH:12][c:13]([N+:15]([O-:16])=[O:17])[cH:14]1.[NH4+:19]>>[Cl:1][c:2]1[c:3]([O:4][CH2:5][c:6]2[s:7][cH:8][cH:9][n:10]2)[cH:11][cH:12][c:13]([NH2:15])[cH:14]1. The product is Nc1ccc(OCc2nccs2)c(Cl)c1. Starting materials: CO, [Cl-], O=[N+]([O-])c1ccc(OCc2nccs2)c(Cl)c1, [NH4+]. Yields the product CC(=CCCC#Cc1ccccc1)C(=O)O. RXN SMILES: [CH3:19][CH2:20][OH:21].[CH3:1][C:2]([C:3](=[O:4])[O:5][CH2:6][CH3:7])=[CH:8][CH2:9][CH2:10][C:11]#[C:12][c:13]1[cH:14][cH:15][cH:16][cH:17][cH:18]1.[K+:23].[OH-:22].[OH2:24]>>[CH3:1][C:2]([C:3](=[O:4])[OH:5])=[CH:8][CH2:9][CH2:10][C:11]#[C:12][c:13]1[cH:14][cH:15][cH:16][cH:17][cH:18]1. The reactants are CCO, CCOC(=O)C(C)=CCCC#Cc1ccccc1, [K+], [OH-], O. Reactants: C(C)(C)(C)OC(=O)N1CCN(CC1)S(=O)(=O)C1=CC2=CC=C(C=C2C=C1)Cl (1-(tert-butoxycarbonyl)-4-(6-chloronaphthalene-2-sulfonyl)piperazine), CO (methanol), Cl (hydrochloric acid). The solvent is C(C)(=O)OCC (ethyl acetate). Reaction conditions: time 30 minute. Yields the product Cl.ClC=1C=C2C=CC(=CC2=CC1)S(=O)(=O)N1CCNCC1 (1-(6-Chloronaphthalene-2-sulfonyl)piperazine hydrochloride). Yield: 196.4%. Reaction SMILES: C(OC([N:8]1[CH2:13][CH2:12][N:11]([S:14]([C:17]2[CH:26]=[CH:25][C:24]3[C:19](=[CH:20][CH:21]=[C:22]([Cl:27])[CH:23]=3)[CH:18]=2)(=[O:16])=[O:15])[CH2:10][CH2:9]1)=O)(C)(C)C.CO.Cl>C(OCC)(=O)C>[ClH:27].[Cl:27][C:22]1[CH:23]=[C:24]2[C:19](=[CH:20][CH:21]=1)[CH:18]=[C:17]([S:14]([N:11]1[CH2:10][CH2:9][NH:8][CH2:13][CH2:12]1)(=[O:15])=[O:16])[CH:26]=[CH:25]2 |f:4.5|. Procedure details: To 1-(tert-butoxycarbonyl)-4-(6-chloronaphthalene-2-sulfonyl)piperazine (2.0 g) were added methanol (10 ml)and 4 N hydrochloric acid in ethyl acetate solution (20 ml), and the solution was stirred at room temperature 30 minutes. The reaction solution was concentrated, and the residue was treated with acetone to give amorphous powder which was dried under reduced pressure to give the title compound (1.66 g). The reactants are COC (methyl ether), [H-].C(CCC)[Al+]CCCC (dibutylaluminium hydride), C1(=CC=CC=C1)O (phenol), Cl.Cl.CN(C)CC1CN(CCC1(O)C1=CC(=CC=C1)OC)C1(CCCCC1)C1=CC=CC=C1 (3-Dimethylaminomethyl-4-(3-methoxyphenyl)-1-(1-phenyl-cyclohexyl)-piperidin-4-ol dihydrochloride). The solvent is C(C)(=O)OCC (ethyl acetate), C1(=CC=CC=C1)C (toluene), C(C)O (ethanol). Run at time 12 hour. Yields the product Cl.Cl.CN(C)CC1CN(CCC1(O)C1=CC(=CC=C1)O)C1(CCCCC1)C1=CC=CC=C1 (3-Dimethylaminomethyl-4-(3-hydroxy-phenyl)-1-(1-phenyl-cyclohexyl)-piperidin-4-ol dihydrochloride). As a reaction SMILES: COC.C1(O)C=CC=CC=1.[ClH:11].Cl.[CH3:13][N:14]([CH2:16][CH:17]1[C:22]([C:24]2[CH:29]=[CH:28][CH:27]=[C:26]([O:30]C)[CH:25]=2)([OH:23])[CH2:21][CH2:20][N:19]([C:32]2([C:38]3[CH:43]=[CH:42][CH:41]=[CH:40][CH:39]=3)[CH2:37][CH2:36][CH2:35][CH2:34][CH2:33]2)[CH2:18]1)[CH3:15].[H-].C([Al+]CCCC)CCC>C1(C)C=CC=CC=1.C(O)C.C(OCC)(=O)C>[ClH:11].[ClH:11].[CH3:15][N:14]([CH2:16][CH:17]1[C:22]([C:24]2[CH:29]=[CH:28][CH:27]=[C:26]([OH:30])[CH:25]=2)([OH:23])[CH2:21][CH2:20][N:19]([C:32]2([C:38]3[CH:39]=[CH:40][CH:41]=[CH:42][CH:43]=3)[CH2:37][CH2:36][CH2:35][CH2:34][CH2:33]2)[CH2:18]1)[CH3:13] |f:2.3.4,5.6,10.11.12|. Procedure: The synthesis instructions are described analogously to Example 6, except for the last step. The methyl ether was then cleaved into the phenol. To that end, 0.5 g (1.2 mmol.) of the free base of compound (6) was dissolved in 5 ml of toluene, and 10 ml of dibutylaluminium hydride solution (1.5 M in toluene) were added at 0° C. and under a nitrogen atmosphere. After 12 hours' stirring, the batch was hydrolysed with 5 ml of ethyl acetate and 5 ml of ethanol, the solvent was removed in vacuo, the re... Starting materials: C(C)OC(CC#N)=O (ethylcyanoacetate), CC(=O)C (acetone). RXN SMILES: [CH2:1]([O:3][C:4](=[O:8])[CH2:5][C:6]#[N:7])[CH3:2].[CH3:9][C:10]([CH3:12])=O>>[CH2:1]([O:3][C:4](=[O:8])[C:5](=[C:10]([CH3:12])[CH3:9])[C:6]#[N:7])[CH3:2]. Procedure details: reacting ethylcyanoacetate with acetone to yield ethylisopropylidenecyanoacetate; Yields the product C(C)OC(C(C#N)=C(C)C)=O (ethylisopropylidenecyanoacetate). Reactants: O=c1ccc(Br)c[nH]1, NN=C(c1ccccc1)c1ccccc1, CC(C)(C)[O-], Cc1ccccc1, [Na+], CC1(C)c2cccc(P(c3ccccc3)c3ccccc3)c2Oc2c(P(c3ccccc3)c3ccccc3)cccc21. The product is O=c1ccc(NN=C(c2ccccc2)c2ccccc2)c[nH]1. Reaction SMILES: [Br:1][c:2]1[cH:3][cH:4][c:5](=[O:8])[nH:6][cH:7]1.[C:9]([c:10]1[cH:11][cH:12][cH:13][cH:14][cH:15]1)([c:16]1[cH:17][cH:18][cH:19][cH:20][cH:21]1)=[N:22][NH2:23].[CH3:66][C:67]([CH3:68])([O-:69])[CH3:70].[CH3:72][c:73]1[cH:74][cH:75][cH:76][cH:77][cH:78]1.[Na+:71].[c:24]1([P:25]([c:26]2[cH:27][cH:28][cH:29][cH:30][cH:31]2)[c:32]2[c:33]3[c:57]([cH:58][cH:59][cH:60]2)[C:54]([CH3:55])([CH3:56])[c:36]2[c:35]([c:40]([P:41]([c:42]4[cH:43][cH:44][cH:45][cH:46][cH:47]4)[c:48]4[cH:49][cH:50][cH:51][cH:52][cH:53]4)[cH:39][cH:38][cH:37]2)[O:34]3)[cH:61][cH:62][cH:63][cH:64][cH:65]1>>[c:2]1([NH:23][N:22]=[C:9]([c:10]2[cH:11][cH:12][cH:13][cH:14][cH:15]2)[c:16]2[cH:17][cH:18][cH:19][cH:20][cH:21]2)[cH:3][cH:4][c:5](=[O:8])[nH:6][cH:7]1. Starting materials: CCNCC, CO, COc1ccc(C2=C(c3ccc(OCc4cn5nc(Cl)ccc5n4)cc3)C(=O)C(C)(C)O2)cc1, [H][H], [OH-], [OH-], [Pd+2]. As a reaction SMILES: [CH2:35]([NH:36][CH2:37][CH3:38])[CH3:39].[CH3:42][OH:43].[Cl:1][c:2]1[cH:3][cH:4][c:5]2[n:6]([n:7]1)[cH:8][c:9]([CH2:11][O:12][c:13]1[cH:14][cH:15][c:16]([C:19]3=[C:23]([c:24]4[cH:25][cH:26][c:27]([O:30][CH3:31])[cH:28][cH:29]4)[O:22][C:21]([CH3:32])([CH3:33])[C:20]3=[O:34])[cH:17][cH:18]1)[n:10]2.[H:40][H:41].[OH-:44].[OH-:46].[Pd+2:45]>>[cH:2]1[cH:3][cH:4][c:5]2[n:6]([n:7]1)[cH:8][c:9]([CH2:11][O:12][c:13]1[cH:14][cH:15][c:16]([C:19]3=[C:23]([c:24]4[cH:25][cH:26][c:27]([O:30][CH3:31])[cH:28][cH:29]4)[O:22][C:21]([CH3:32])([CH3:33])[C:20]3=[O:34])[cH:17][cH:18]1)[n:10]2. The product is COc1ccc(C2=C(c3ccc(OCc4cn5ncccc5n4)cc3)C(=O)C(C)(C)O2)cc1. The reactants are O=C1NCCCC[C@@H]1NC(OC(C)(C)C)=O ((S)-tert-butyl 2-oxoazepan-3-ylcarbamate), CI (methyl iodide). As a reaction SMILES: [O:1]=[C:2]1[C@@H:8]([NH:9][C:10](=[O:16])[O:11][C:12]([CH3:15])([CH3:14])[CH3:13])[CH2:7][CH2:6][CH2:5][CH2:4][NH:3]1.[CH3:17]I>>[CH3:17][N:3]1[CH2:4][CH2:5][CH2:6][CH2:7][C@H:8]([NH:9][C:10](=[O:16])[O:11][C:12]([CH3:13])([CH3:15])[CH3:14])[C:2]1=[O:1]. Yields the product CN1C([C@H](CCCC1)NC(OC(C)(C)C)=O)=O ((S)-tert-butyl 1-methyl-2-oxoazepan-3-ylcarbamate). Procedure: (S)-tert-butyl 1-methyl-2-oxoazepan-3-ylcarbamate was prepared from (S)-tert-butyl 2-oxoazepan-3-ylcarbamate (Example 8) and methyl iodide according to the general procedure of Example 9. The crude product was purified by column chromatography, eluting with 50% ethyl acetate/hexanes, to provide compound (2e) in 48% yield. Reactants: CCOC(=O)C(Cc1ccc(OC)c(C(=O)NCc2ccc(C(F)(F)F)cc2)c1)OCC, CCO, Cl, [Na+], [OH-]. Yields the product CCOC(Cc1ccc(OC)c(C(=O)NCc2ccc(C(F)(F)F)cc2)c1)C(=O)O. As a reaction SMILES: [CH2:1]([CH3:2])[O:3][CH:4]([C:5](=[O:6])[O:7][CH2:8][CH3:9])[CH2:10][c:11]1[cH:12][c:13]([C:19](=[O:20])[NH:21][CH2:22][c:23]2[cH:24][cH:25][c:26]([C:29]([F:30])([F:31])[F:32])[cH:27][cH:28]2)[c:14]([O:17][CH3:18])[cH:15][cH:16]1.[CH3:36][CH2:37][OH:38].[ClH:35].[Na+:34].[OH-:33]>>[CH2:1]([CH3:2])[O:3][CH:4]([C:5](=[O:6])[OH:7])[CH2:10][c:11]1[cH:12][c:13]([C:19](=[O:20])[NH:21][CH2:22][c:23]2[cH:24][cH:25][c:26]([C:29]([F:30])([F:31])[F:32])[cH:27][cH:28]2)[c:14]([O:17][CH3:18])[cH:15][cH:16]1.